From a dataset of the Open Reaction Database (ORD), a public repository of structured organic reaction records. describe an organic reaction: reactants, conditions, products, and yield Reactants: C[O-].[Na+] (sodium methylate), CN1C(=O)N(C(=O)C(C1=O)C(NC1=CC=C(C=C1)OC=1N=NC(=CC1)Cl)=O)C (1,3-dimethyl-5-[4-(6-chloropyridazin-3-yloxy)phenylcarbamoyl]barbituric acid). Solvent: CO (methanol), O (water). The product is CN1C(=O)N(C(=O)C(C1=O)C(NC1=CC=C(C=C1)OC=1N=NC(=CC1)OC)=O)C (1,3-Dimethyl-5-[4-(6-methoxypyridazin-3-yloxy)phenylcarbamoyl]barbituric acid). RXN SMILES: [CH3:1][O-:2].[Na+].[CH3:4][N:5]1[C:12](=[O:13])[CH:11]([C:14](=[O:30])[NH:15][C:16]2[CH:21]=[CH:20][C:19]([O:22][C:23]3[N:24]=[N:25][C:26](Cl)=[CH:27][CH:28]=3)=[CH:18][CH:17]=2)[C:9](=[O:10])[N:8]([CH3:31])[C:6]1=[O:7]>CO.O>[CH3:4][N:5]1[C:12](=[O:13])[CH:11]([C:14](=[O:30])[NH:15][C:16]2[CH:21]=[CH:20][C:19]([O:22][C:23]3[N:24]=[N:25][C:26]([O:2][CH3:1])=[CH:27][CH:28]=3)=[CH:18][CH:17]=2)[C:9](=[O:10])[N:8]([CH3:31])[C:6]1=[O:7] |f:0.1|. Procedure details: The equimolar amount of sodium methylate is added at room temperature to 1.0 g (0.0025 mole) of 1,3-dimethyl-5-[4-(6-chloropyridazin-3-yloxy)phenylcarbamoyl]barbituric acid in 20 ml of methanol. The mixture is heated under reflux for 5 hours, then cooled, diluted with water and filtered. The filtrate is washed with water and dried. Reactants: CC(=O)O, CCCC[SnH](CCCC)CCCC, Cc1ccccc1, C=Cc1ccc(CO)cc1, FC(F)(F)C(F)(F)I. Product: CC(=O)O, OCc1ccc(CCC(F)(F)C(F)(F)F)cc1. Reaction SMILES: [C:9]([CH3:10])(=[O:11])[OH:12].[CH2:23]([SnH:24]([CH2:25][CH2:26][CH2:27][CH3:28])[CH2:29][CH2:30][CH2:31][CH3:32])[CH2:33][CH2:34][CH3:35].[CH3:36][c:37]1[cH:38][cH:39][cH:40][cH:41][cH:42]1.[CH:13](=[CH2:14])[c:15]1[cH:16][cH:17][c:18]([CH2:21][OH:22])[cH:19][cH:20]1.[F:1][C:2]([C:3]([I:4])([F:5])[F:6])([F:7])[F:8]>>[C:9]([CH3:10])(=[O:11])[OH:12].[F:1][C:2]([C:3]([F:5])([F:6])[CH2:14][CH2:13][c:15]1[cH:16][cH:17][c:18]([CH2:21][OH:22])[cH:19][cH:20]1)([F:7])[F:8]. Reactants: COC(=O)C1CN(C1)C(COC1=C(C=C2C=CC=NC2=C1N1CCN(CCC1)CC1=NN(C=C1)C1=CC=CC=C1)C)=O (1-(2-{6-Methyl-8-[4-(1-phenyl-1H-pyrazol-3-ylmethyl)-[1,4]diazepan-1-yl]-quinolin-7-yloxy}-acetyl)-azetidine-3-carboxylic acid methyl ester), [OH-].[Na+] (NaOH), Cl (HCl). The solvent is C1CCOC1 (THF). Product: CC=1C=C2C=CC=NC2=C(C1OCC(=O)N1CC(C1)C(=O)O)N1CCN(CCC1)CC1=NN(C=C1)C1=CC=CC=C1 (1-(2-[6-Methyl-8-[4-(1-phenyl-1H-pyrazol-3-ylmethyl)-[1,4]diazepan-1-yl]-quinolin-7-yloxy]-acetyl)-azetidine-3-carboxylic Acid). Yield: 67.6%. As a reaction SMILES: C[O:2][C:3]([CH:5]1[CH2:8][N:7]([C:9](=[O:42])[CH2:10][O:11][C:12]2[C:21]([N:22]3[CH2:28][CH2:27][CH2:26][N:25]([CH2:29][C:30]4[CH:34]=[CH:33][N:32]([C:35]5[CH:40]=[CH:39][CH:38]=[CH:37][CH:36]=5)[N:31]=4)[CH2:24][CH2:23]3)=[C:20]3[C:15]([CH:16]=[CH:17][CH:18]=[N:19]3)=[CH:14][C:13]=2[CH3:41])[CH2:6]1)=[O:4].[OH-].[Na+].Cl>C1COCC1>[CH3:41][C:13]1[CH:14]=[C:15]2[C:20](=[C:21]([N:22]3[CH2:28][CH2:27][CH2:26][N:25]([CH2:29][C:30]4[CH:34]=[CH:33][N:32]([C:35]5[CH:36]=[CH:37][CH:38]=[CH:39][CH:40]=5)[N:31]=4)[CH2:24][CH2:23]3)[C:12]=1[O:11][CH2:10][C:9]([N:7]1[CH2:6][CH:5]([C:3]([OH:4])=[O:2])[CH2:8]1)=[O:42])[N:19]=[CH:18][CH:17]=[CH:16]2 |f:1.2|. Procedure details: 1-(2-{6-Methyl-8-[4-(1-phenyl-1H-pyrazol-3-ylmethyl)-[1,4]diazepan-1-yl]-quinolin-7-yloxy}-acetyl)-azetidine-3-carboxylic acid methyl ester (70 mg, 0.12 mmol) was hydrolyzed with 2 N NaOH (0.15 mL) in THF (1 ml). After hydrolysis was complete, 2 N HCl (ca. 0.15 mL) was added to bring the pH to 7 and the mixture was extracted with 20% iPrOH in CH2Cl2 (3×10 mL). The combined organic layer was dried over MgSO4 and concentrated. The residue was purified by reverse phase HPLC to afford the title comp...